This data is from the Open Reaction Database (ORD), a public repository of structured organic reaction records. The task is: describe an organic reaction: reactants, conditions, products, and yield Starting materials: ClCCl, COC(=O)c1ccc2c(-c3cccc(C(F)(F)F)c3)cn(C(=O)OC(C)(C)C)c2c1, O=C(O)C(F)(F)F. The product is COC(=O)c1ccc2c(-c3cccc(C(F)(F)F)c3)c[nH]c2c1. Reaction SMILES: [Cl:38][CH2:39][Cl:40].[F:1][C:2]([c:3]1[cH:4][c:5](-[c:9]2[cH:10][n:11]([C:22]([O:23][C:24]([CH3:25])([CH3:26])[CH3:27])=[O:28])[c:12]3[cH:13][c:14]([C:18](=[O:19])[O:20][CH3:21])[cH:15][cH:16][c:17]23)[cH:6][cH:7][cH:8]1)([F:29])[F:30].[OH:31][C:32]([C:33]([F:34])([F:35])[F:36])=[O:37]>>[F:1][C:2]([c:3]1[cH:4][c:5](-[c:9]2[cH:10][nH:11][c:12]3[cH:13][c:14]([C:18](=[O:19])[O:20][CH3:21])[cH:15][cH:16][c:17]23)[cH:6][cH:7][cH:8]1)([F:29])[F:30].